From a dataset of the Open Reaction Database (ORD), a public repository of structured organic reaction records. describe an organic reaction: reactants, conditions, products, and yield Starting materials: CCCc1nc(CC)c(Br)c(=O)n1Cc1ccc(-c2ccccc2C#N)cc1, CC(=O)[O-], CC(=O)[O-], CCOC(C)=O, OB(O)C1CC1, C1CCC(P(C2CCCCC2)C2CCCCC2)CC1, [K+], [K+], [K+], O, O=P([O-])([O-])[O-], [Pd+2], Cc1ccccc1. The product is CCCc1nc(CC)c(C2CC2)c(=O)n1Cc1ccc(-c2ccccc2C#N)cc1. As a reaction SMILES: [Br:1][c:2]1[c:3]([CH2:27][CH3:28])[n:4][c:5]([CH2:24][CH2:25][CH3:26])[n:6]([CH2:9][c:10]2[cH:11][cH:12][c:13](-[c:16]3[c:17]([C:22]#[N:23])[cH:18][cH:19][cH:20][cH:21]3)[cH:14][cH:15]2)[c:7]1=[O:8].[C:76]([O-:77])(=[O:78])[CH3:79].[C:81]([O-:82])(=[O:83])[CH3:84].[CH3:70][CH2:71][O:72][C:73](=[O:74])[CH3:75].[CH:29]1([B:32]([OH:33])[OH:34])[CH2:30][CH2:31]1.[CH:43]1([P:44]([CH:45]2[CH2:46][CH2:47][CH2:48][CH2:49][CH2:50]2)[CH:51]2[CH2:52][CH2:53][CH2:54][CH2:55][CH2:56]2)[CH2:57][CH2:58][CH2:59][CH2:60][CH2:61]1.[K+:40].[K+:41].[K+:42].[OH2:62].[P:35]([O-:36])([O-:37])([O-:38])=[O:39].[Pd+2:80].[c:63]1([CH3:64])[cH:65][cH:66][cH:67][cH:68][cH:69]1>>[c:2]1([CH:29]2[CH2:30][CH2:31]2)[c:3]([CH2:27][CH3:28])[n:4][c:5]([CH2:24][CH2:25][CH3:26])[n:6]([CH2:9][c:10]2[cH:11][cH:12][c:13](-[c:16]3[c:17]([C:22]#[N:23])[cH:18][cH:19][cH:20][cH:21]3)[cH:14][cH:15]2)[c:7]1=[O:8]. Reactants: C1(=CC=CC=C1)C (Toluene), 2-(biphenyl) di-tert-butylphosphine, CC(C)([O-])C.[Na+] (sodium tert-butoxide), BrC1=CC=C(C=C1)CC(=O)O ((4-bromophenyl)acetic acid), N1CCCC1 (pyrrolidine). Reagents/catalysts: C(C)(=O)[O-].[Pd+2].C(C)(=O)[O-] (palladium acetate). The solvent is O (Water). Reaction conditions: temperature 70 celsius. The product is N1(CCCC1)C1=CC=C(C=C1)CC(=O)O ((4-Pyrrolidinophenyl)acetic acid), solid. Isolated yield 54.0%. As a reaction SMILES: C1(C)C=CC=CC=1.CC(C)([O-])C.[Na+].Br[C:15]1[CH:20]=[CH:19][C:18]([CH2:21][C:22]([OH:24])=[O:23])=[CH:17][CH:16]=1.[NH:25]1[CH2:29][CH2:28][CH2:27][CH2:26]1>C([O-])(=O)C.[Pd+2].C([O-])(=O)C.O>[N:25]1([C:15]2[CH:20]=[CH:19][C:18]([CH2:21][C:22]([OH:24])=[O:23])=[CH:17][CH:16]=2)[CH2:29][CH2:28][CH2:27][CH2:26]1 |f:1.2,5.6.7|. Procedure details: Toluene (10 ml) was added to a mixture of palladium acetate (22.3 mg, 0.10 mmol), 2-(biphenyl)-di-tert-butylphosphine (59.8 mg, 0.20 mmol) and sodium tert-butoxide (2.40 g, 25.0 mmol), and then (4-bromophenyl)acetic acid (2.15 g, 10.0 mmol) and pyrrolidine (1.10 ml, 13.2 mmol) were added thereto. The obtained mixture was heated at 70° C. for 46 hours. Water (20 ml) was added to the reaction mixture. pH of the aqueous layer was controlled at 2 or below. The aqueous layer was washed with toluene a... The product is CCCn1c(=O)c2[nH]c(C3CC4CCC(C3)C4C=O)nc2n(CCC)c1=O. Reaction SMILES: [CH3:24][Si:25]([N-:26][Si:27]([CH3:28])([CH3:29])[CH3:30])([CH3:31])[CH3:32].[CH3:2][O:3][CH2:4][P+:5]([c:6]1[cH:7][cH:8][cH:9][cH:10][cH:11]1)([c:12]1[cH:13][cH:14][cH:15][cH:16][cH:17]1)[c:18]1[cH:19][cH:20][cH:21][cH:22][cH:23]1.[CH3:60][c:61]1[cH:62][cH:63][cH:64][cH:65][cH:66]1.[Cl-:1].[K+:33].[O:34]=[C:35]1[CH:36]2[CH2:37][CH:38]([c:43]3[n:44][c:45]4[n:46]([CH2:57][CH2:58][CH3:59])[c:47](=[O:56])[n:48]([CH2:53][CH2:54][CH3:55])[c:49](=[O:52])[c:50]4[nH:51]3)[CH2:39][CH:40]1[CH2:41][CH2:42]2>>[CH:2](=[O:3])[CH:35]1[CH:36]2[CH2:37][CH:38]([c:43]3[n:44][c:45]4[n:46]([CH2:57][CH2:58][CH3:59])[c:47](=[O:56])[n:48]([CH2:53][CH2:54][CH3:55])[c:49](=[O:52])[c:50]4[nH:51]3)[CH2:39][CH:40]1[CH2:41][CH2:42]2. The reactants are C[Si](C)(C)[N-][Si](C)(C)C, COC[P+](c1ccccc1)(c1ccccc1)c1ccccc1, Cc1ccccc1, [Cl-], [K+], CCCn1c(=O)c2[nH]c(C3CC4CCC(C3)C4=O)nc2n(CCC)c1=O. The reactants are C1(=CC=CC=C1)C(N1CC(C1)NCC1=C(C=CC=C1)[N+](=O)[O-])C1=CC=CC=C1 (1-(diphenylmethyl)-3-[(2-nitrophenylmethyl)amino]-azetidine). The reagents and catalysts are [Rh].C (rhodium charcoal). Run in CO (methanol). Product: NC1=C(C=CC=C1)CNC1CN(C1)C(C1=CC=CC=C1)C1=CC=CC=C1 (3-[(2-aminophenylmethyl)amino]-1-(diphenylmethyl)-azetidine). RXN SMILES: [C:1]1([CH:7]([C:23]2[CH:28]=[CH:27][CH:26]=[CH:25][CH:24]=2)[N:8]2[CH2:11][CH:10]([NH:12][CH2:13][C:14]3[CH:19]=[CH:18][CH:17]=[CH:16][C:15]=3[N+:20]([O-])=O)[CH2:9]2)[CH:6]=[CH:5][CH:4]=[CH:3][CH:2]=1>CO.[Rh].C>[NH2:20][C:15]1[CH:16]=[CH:17][CH:18]=[CH:19][C:14]=1[CH2:13][NH:12][CH:10]1[CH2:9][N:8]([CH:7]([C:23]2[CH:24]=[CH:25][CH:26]=[CH:27][CH:28]=2)[C:1]2[CH:2]=[CH:3][CH:4]=[CH:5][CH:6]=2)[CH2:11]1 |f:2.3|. Reported procedure: A solution of 20.0 g (0.5355 mol) of 1-(diphenylmethyl)-3-[(2-nitrophenylmethyl)amino]-azetidine in 200 ml of methanol was hydrogenated in the presence of 4 g of 5% rhodium/charcoal for 5 hours at ambient temperature. The catalyst was filtered off, the filtrate was concentrated by evaporation in vacuo. 17.7 g (96% of theoretical) of a colourless, highly viscous oil were obtained, which was further processed without any additional purification. The reactants are 2, CC1=C(C(=C(C=N1)COP(=O)(O)O)C=O)O (pyridoxal phosphate), COC1=CC=C2CC[C@@H](CC2=C1)N ((S)-7-methoxy-2-aminotetralin), CC1([C@@H](N2[C@H](S1)[C@@H](C2=O)NC(=O)[C@@H](C=3C=CC=CC3)N)C(=O)O)C (ampicillin), P(=O)([O-])([O-])[O-].[K+].[K+].[K+] (potassium phosphate). Run in Cl (hydrochloric acid). Reaction conditions: temperature 30 celsius, time 28 hour. Yields the product COC1=CC=C2CCC(CC2=C1)=O (7-Methoxy-2-Tetralone). RXN SMILES: CC1(C)S[C@@H]2[C@H](NC([C@H](N)C3C=CC=CC=3)=O)C(=[O:9])N2[C@H]1C(O)=O.P([O-])([O-])([O-])=O.[K+].[K+].[K+].CC1N=CC(COP(O)(O)=O)=C(C=O)C=1O.[CH3:49][O:50][C:51]1[CH:60]=[C:59]2[C:54]([CH2:55][CH2:56][C@H:57](N)[CH2:58]2)=[CH:53][CH:52]=1>Cl>[CH3:49][O:50][C:51]1[CH:60]=[C:59]2[C:54]([CH2:55][CH2:56][C:57](=[O:9])[CH2:58]2)=[CH:53][CH:52]=1 |f:1.2.3.4|. Procedure: The recombinant E. coli obtained in Example 2 was inoculated into 5 mL of a 2× YT medium containing 200 μg/mL of ampicillin and cultured with shaking at 30° C. for 28 hours. To 500 μL of the resulting culture liquid was added 500 μL of a 0.2 M potassium phosphate buffer (pH 7.5) containing 1 mM pyridoxal phosphate, and the mixture was sonicated so that a cell-free extract was obtained. Subsequently, 100 μL of the cell-free extract was added to 305 μL of a substrate solution having the compositio... The reactants are ClC1=CC(=NC(=C1C(=O)OCC)C)C (ethyl 4-chloro-2,6-dimethylnicotinate), CC1(NC(CC(C1)N)(C)C)C (2,2,6,6-tetramethyl-4-aminopiperidine). The product is CC1=C(C(=O)OCC)C(=CC(=N1)C)NC1CC(NC(C1)(C)C)(C)C (Ethyl 2,6-dimethyl-4-(2,2,6,6-tetramethylpiperidin-4-ylamino)nicotinate). As a reaction SMILES: Cl[C:2]1[C:7]([C:8]([O:10][CH2:11][CH3:12])=[O:9])=[C:6]([CH3:13])[N:5]=[C:4]([CH3:14])[CH:3]=1.[CH3:15][C:16]1([CH3:25])[CH2:21][CH:20]([NH2:22])[CH2:19][C:18]([CH3:24])([CH3:23])[NH:17]1>>[CH3:13][C:6]1[N:5]=[C:4]([CH3:14])[CH:3]=[C:2]([NH:22][CH:20]2[CH2:21][C:16]([CH3:25])([CH3:15])[NH:17][C:18]([CH3:24])([CH3:23])[CH2:19]2)[C:7]=1[C:8]([O:10][CH2:11][CH3:12])=[O:9]. Procedure details: was synthesized analogously to Example 8 using ethyl 4-chloro-2,6-dimethylnicotinate and 2,2,6,6-tetramethyl-4-aminopiperidine. M.p.: 89° to 90° C.